From a dataset of the Open Reaction Database (ORD), a public repository of structured organic reaction records. describe an organic reaction: reactants, conditions, products, and yield Starting materials: aqueous solution, C(CN)N (ethylenediamine), C(C1=CC=CC=C1)NC1=C(C=NC(=C1)NC1=CC=C(C=C1)Br)CC(=O)N (4-(benzylamino)-6-[(4-bromophenyl)amino]pyridine-3-carboxyamide), compound, [Cu](C#N)C#N (copper cyanide). Solvent: CN1C(CCC1)=O (1-methyl-2-pyrrolidinone). Conditions: temperature 180 celsius, time 3 hour. The product is C(C1=CC=CC=C1)NC1=C(C=NC(=C1)NC1=CC=C(C=C1)C#N)CC(=O)N (4-(benzylamino)-6-[(4-cyanophenyl)amino]pyridine-3-carboxyamide). Isolated yield 14.9%. Reaction SMILES: [CH2:1]([NH:8][C:9]1[CH:14]=[C:13]([NH:15][C:16]2[CH:21]=[CH:20][C:19](Br)=[CH:18][CH:17]=2)[N:12]=[CH:11][C:10]=1[CH2:23][C:24]([NH2:26])=[O:25])[C:2]1[CH:7]=[CH:6][CH:5]=[CH:4][CH:3]=1.[Cu](C#N)[C:28]#[N:29].C(N)CN>CN1CCCC1=O>[CH2:1]([NH:8][C:9]1[CH:14]=[C:13]([NH:15][C:16]2[CH:21]=[CH:20][C:19]([C:28]#[N:29])=[CH:18][CH:17]=2)[N:12]=[CH:11][C:10]=1[CH2:23][C:24]([NH2:26])=[O:25])[C:2]1[CH:7]=[CH:6][CH:5]=[CH:4][CH:3]=1. Reported procedure: 20 mg of 4-(benzylamino)-6-[(4-bromophenyl)amino]pyridine-3-carboxyamide (the compound of Example 54) was dissolved in 0.4 mL of 1-methyl-2-pyrrolidinone, to which 5 mg of copper cyanide (I) was added, and stirred at 180° C. for 3 hours. After cooling, a 30% aqueous solution of ethylenediamine was added to the reaction mixture, extracted with chloroform, the extract was washed with water, and dried on anhydrous sodium sulfate. The solvent was evaporated and the residue was purified by silica gel... Starting materials: CC1C(c2cc(C(F)(F)F)ccc2I)OC(=O)N1Cc1cc(C(F)(F)F)cc(C(F)(F)F)c1, COc1cc(F)c(C(C)C)cc1B(O)O. Product: COc1cc(F)c(C(C)C)cc1-c1ccc(C(F)(F)F)cc1C1OC(=O)N(Cc2cc(C(F)(F)F)cc(C(F)(F)F)c2)C1C. RXN SMILES: [F:1][C:2]([c:3]1[cH:4][c:5]([CH2:6][N:7]2[C:8](=[O:24])[O:9][CH:10]([c:13]3[c:14]([I:23])[cH:15][cH:16][c:17]([C:19]([F:20])([F:21])[F:22])[cH:18]3)[CH:11]2[CH3:12])[cH:25][c:26]([C:28]([F:29])([F:30])[F:31])[cH:27]1)([F:32])[F:33].[F:34][c:35]1[cH:36][c:37]([O:47][CH3:48])[c:38]([B:44]([OH:45])[OH:46])[cH:39][c:40]1[CH:41]([CH3:42])[CH3:43]>>[F:1][C:2]([c:3]1[cH:4][c:5]([CH2:6][N:7]2[C:8](=[O:24])[O:9][CH:10]([c:13]3[c:14](-[c:38]4[c:37]([O:47][CH3:48])[cH:36][c:35]([F:34])[c:40]([CH:41]([CH3:42])[CH3:43])[cH:39]4)[cH:15][cH:16][c:17]([C:19]([F:20])([F:21])[F:22])[cH:18]3)[CH:11]2[CH3:12])[cH:25][c:26]([C:28]([F:29])([F:30])[F:31])[cH:27]1)([F:32])[F:33].